The task is: describe an organic reaction: reactants, conditions, products, and yield. This data is from the Open Reaction Database (ORD), a public repository of structured organic reaction records. The product is CCCCCCCCC1(O)C=C(SC)C(=O)C1=CCCCCCC(=O)O. Reactants: CCCCCCCCC1(O)C=C(SC)C(=O)C1=CCCCCCC(=O)OC, CC(C)=O, Cl, [NH4+], [NH4+], O=P([O-])([O-])[O-], O=S(=O)([O-])[O-]. Reaction SMILES: [CH3:1][S:2][C:3]1=[CH:7][C:6]([CH2:8][CH2:9][CH2:10][CH2:11][CH2:12][CH2:13][CH2:14][CH3:15])([OH:16])[C:5](=[CH:17][CH2:18][CH2:19][CH2:20][CH2:21][CH2:22][C:23](=[O:24])[O:25][CH3:26])[C:4]1=[O:27].[CH3:41][C:42](=[O:43])[CH3:44].[ClH:33].[NH4+:34].[NH4+:35].[O-:28][P:29](=[O:30])([O-:31])[O-:32].[O-:36][S:37](=[O:38])(=[O:39])[O-:40]>>[CH3:1][S:2][C:3]1=[CH:7][C:6]([CH2:8][CH2:9][CH2:10][CH2:11][CH2:12][CH2:13][CH2:14][CH3:15])([OH:16])[C:5](=[CH:17][CH2:18][CH2:19][CH2:20][CH2:21][CH2:22][C:23](=[O:24])[OH:25])[C:4]1=[O:27].